This data is from the Open Reaction Database (ORD), a public repository of structured organic reaction records. The task is: describe an organic reaction: reactants, conditions, products, and yield The reactants are Cn1c(CO)cnc1[N+](=O)[O-], O=[Mn]=O, c1ccccc1. Yields the product Cn1c(C=O)cnc1[N+](=O)[O-]. As a reaction SMILES: [CH3:1][n:2]1[c:3]([N+:9](=[O:10])[O-:11])[n:4][cH:5][c:6]1[CH2:7][OH:8].[O:12]=[Mn:13]=[O:14].[cH:15]1[cH:16][cH:17][cH:18][cH:19][cH:20]1>>[CH3:1][n:2]1[c:3]([N+:9](=[O:10])[O-:11])[n:4][cH:5][c:6]1[CH:7]=[O:8]. The reactants are Cc1ccc(F)cc1Br, CCSc1ncc(C(=O)N(C)OC)c(N)n1. Yields the product CCSc1ncc(C(=O)c2cc(F)ccc2C)c(N)n1. Reaction SMILES: [Br:17][c:18]1[c:19]([CH3:25])[cH:20][cH:21][c:22]([F:24])[cH:23]1.[CH3:1][O:2][N:3]([C:4](=[O:5])[c:6]1[c:7]([NH2:15])[n:8][c:9]([S:12][CH2:13][CH3:14])[n:10][cH:11]1)[CH3:16]>>[C:4](=[O:5])([c:6]1[c:7]([NH2:15])[n:8][c:9]([S:12][CH2:13][CH3:14])[n:10][cH:11]1)[c:18]1[c:19]([CH3:25])[cH:20][cH:21][c:22]([F:24])[cH:23]1. Reactants: N (ammonia), C(=O)(N1C=NC=C1)N1C=NC=C1 (1,1′-carbonyldiimidazole), FC1=C(C(=CC=C1)N)N (3-Fluorobenzene-1,2-diamine). Solvent: CO (MeOH), C1CCOC1 (THF), O (water). Run at time 8 hour. Product: FC1=CC=CC=2NC(NC21)=O (4-fluoro-1H-benzo[d]imidazol-2(3H)-one). Isolated yield 96.7%. RXN SMILES: [F:1][C:2]1[CH:7]=[CH:6][CH:5]=[C:4]([NH2:8])[C:3]=1[NH2:9].[C:10](N1C=CN=C1)(N1C=CN=C1)=[O:11].N>C1COCC1.CO.O>[F:1][C:2]1[C:3]2[NH:9][C:10](=[O:11])[NH:8][C:4]=2[CH:5]=[CH:6][CH:7]=1. Reported procedure: 3-Fluorobenzene-1,2-diamine (0.600 g, 4.76 mmol) was dissolved in THF (14.82 ml) and 1,1′-carbonyldiimidazole (0.848 g, 5.23 mmol) was added at RT. The reaction mixture was stirred overnight at RT and then heated for 24 hours at 50° C. The mixture was cooled to RT and ammonia in MeOH (1.5 ml) was added and the mixture stirred for 30 minutes. The mixture was diluted with water (40 ml) and the resultant brown solid was collected by filtration, washed with water and then dried in vacuo to afford 4-... The reactants are CCOC(=O)c1cc2c(nc1C(F)(F)F)CCNC2, CC(Oc1ccc(S(C)(=O)=O)cc1C(=O)O)C(F)(F)F, Cl. Yields the product CCOC(=O)c1cc2c(nc1C(F)(F)F)CCN(C(=O)c1cc(S(C)(=O)=O)ccc1OC(C)C(F)(F)F)C2. RXN SMILES: [CH2:2]([CH3:3])[O:4][C:5](=[O:6])[c:7]1[c:8]([C:17]([F:18])([F:19])[F:20])[n:9][c:10]2[c:15]([cH:16]1)[CH2:14][NH:13][CH2:12][CH2:11]2.[CH3:21][S:22](=[O:23])(=[O:24])[c:25]1[cH:26][cH:27][c:28]([O:34][CH:35]([C:36]([F:37])([F:38])[F:39])[CH3:40])[c:29]([C:30](=[O:31])[OH:32])[cH:33]1.[ClH:1]>>[CH2:2]([CH3:3])[O:4][C:5](=[O:6])[c:7]1[c:8]([C:17]([F:18])([F:19])[F:20])[n:9][c:10]2[c:15]([cH:16]1)[CH2:14][N:13]([C:30]([c:29]1[c:28]([O:34][CH:35]([C:36]([F:37])([F:38])[F:39])[CH3:40])[cH:27][cH:26][c:25]([S:22]([CH3:21])(=[O:23])=[O:24])[cH:33]1)=[O:31])[CH2:12][CH2:11]2. Starting materials: O=C1N(CCC1)CCOC1=CC=C(C(=O)O)C=C1 (4-[2-(2-oxopyrrolidin-1-yl)ethoxy]-benzoic acid), C(C(=O)Cl)(=O)Cl (oxalyl chloride), COC=1C=C(CNC=2C(=CC=CC2)N)C=CC1CN1CCCC1 (N1-[3-methoxy-4-[(1-pyrrolidinyl)methyl]benzyl]-1,2-benzenediamine), N1=CC=CC=C1 (pyridine), NC1=CC=CC=C1 (aniline). Run in ClCCl (dichloromethane), CN(C)C=O (DMF), ClCCl (dichloromethane). Conditions: time 1 hour. Product: COC=1C=C(CNC=2C(=CC=CC2)NC(C2=CC=C(C=C2)OCCN2C(CCC2)=O)=O)C=CC1CN1CCCC1 (N1-[3-Methoxy-4-[(1-pyrrolidinyl)methyl]benzyl]-N2-[4-[2-(2-oxopyrrolidin-1-yl)ethoxy]benzoyl]-1,2-benzenediamine), foam. Isolated yield 26.0%. RXN SMILES: [O:1]=[C:2]1[CH2:6][CH2:5][CH2:4][N:3]1[CH2:7][CH2:8][O:9][C:10]1[CH:18]=[CH:17][C:13]([C:14]([OH:16])=O)=[CH:12][CH:11]=1.C(Cl)(=O)C(Cl)=O.[CH3:25][O:26][C:27]1[CH:28]=[C:29]([CH:39]=[CH:40][C:41]=1[CH2:42][N:43]1[CH2:47][CH2:46][CH2:45][CH2:44]1)[CH2:30][NH:31][C:32]1[C:33]([NH2:38])=[CH:34][CH:35]=[CH:36][CH:37]=1.N1C=CC=CC=1.NC1C=CC=CC=1>ClCCl.CN(C=O)C>[CH3:25][O:26][C:27]1[CH:28]=[C:29]([CH:39]=[CH:40][C:41]=1[CH2:42][N:43]1[CH2:47][CH2:46][CH2:45][CH2:44]1)[CH2:30][NH:31][C:32]1[C:33]([NH:38][C:14](=[O:16])[C:13]2[CH:12]=[CH:11][C:10]([O:9][CH2:8][CH2:7][N:3]3[CH2:4][CH2:5][CH2:6][C:2]3=[O:1])=[CH:18][CH:17]=2)=[CH:34][CH:35]=[CH:36][CH:37]=1. Procedure: To a suspension of 4-[2-(2-oxopyrrolidin-1-yl)ethoxy]-benzoic acid (250 mg, 1.0 mmol) in dry dichloromethane (10 mL) was added oxalyl chloride (0.184 mL, 2.1 mmol, 2.1 eq.) then a catalytic amount of DMF. After 1 h, the solvent was removed under reduced pressure. The residue was suspended in dry dichloromethane (9 mL) then added portionwise to a ) solution of N1-[3-methoxy-4-[(1-pyrrolidinyl)methyl]benzyl]-1,2-benzenediamine (prepared according to Example 6, Part E) (292 mg, 0.94 mmol, 0.94 eq.)... The reactants are CN1C(=C(C(=C1)C)C(=O)OCC)CC(=O)OCC (ethyl 1,4-dimethyl-3-ethoxycarbonylpyrrole-2-acetate), [OH-].[Na+] (sodium hydroxide), Cl (hydrochloric acid). Product: C(=O)(O)C1=C(N(C=C1C)C)CC(=O)O (3-carboxy-1,4-dimethylpyrrole-2-acetic acid). As a reaction SMILES: [CH3:1][N:2]1[CH:6]=[C:5]([CH3:7])[C:4]([C:8]([O:10]CC)=[O:9])=[C:3]1[CH2:13][C:14]([O:16]CC)=[O:15].[OH-].[Na+].Cl>>[C:8]([C:4]1[C:5]([CH3:7])=[CH:6][N:2]([CH3:1])[C:3]=1[CH2:13][C:14]([OH:16])=[O:15])([OH:10])=[O:9] |f:1.2|. Procedure details: A mixture of 176 g. (0.7 mole) of ethyl 1,4-dimethyl-3-ethoxycarbonylpyrrole-2-acetate and 1760 ml. of 25% sodium hydroxide solution is heated under reflux for 3 hours and then cooled and acidified with dilute hydrochloric acid. The precipitated solid is filtered and air dried. There is obtained 3-carboxy-1,4-dimethylpyrrole-2-acetic acid as a gray solid, m.p. 220-222° C.